This data is from the Open Reaction Database (ORD), a public repository of structured organic reaction records. The task is: describe an organic reaction: reactants, conditions, products, and yield The product is COC1=CC=CC=2C(CCCOC21)=O (9-Methoxy-3,4-dihydro-1-benzoxepin-5 (2H)-one). RXN SMILES: [CH3:1][O:2][C:3]1[CH:15]=[CH:14][CH:13]=[CH:12][C:4]=1[O:5][CH2:6][CH2:7][CH2:8][C:9]([OH:11])=O>C1(C)C=CC=CC=1>[CH3:1][O:2][C:3]1[C:4]2[O:5][CH2:6][CH2:7][CH2:8][C:9](=[O:11])[C:12]=2[CH:13]=[CH:14][CH:15]=1. Isolated yield 10.0%. Procedure details: To PPA in toluene at 100° C., was added 4-(2-methoxyphenoxy)butanoic acid and the mixture stirred overnight. The mixture was poured onto ice-water, and extracted with ether (3 times). The combined organic phase was washed with water and dried over anhydrous sodium sulfate. Evaporation of the organic phase afforded a light yellow oil in 10% yield: 1H NMR δ 7.33 (dd, 1H, J=4.4, 5.1 Hz), 7.03 (d, 2H, J=4.3 Hz), 4.31 (t, 2H, J=6.6 Hz), 3.90 (s, 3H), 2.90 (t, 2H, J=6.9 Hz), 2.22 (p, 2H, J=6.8 Hz). Starting materials: COC1=C(OCCCC(=O)O)C=CC=C1 (4-(2-methoxyphenoxy)butanoic acid). Conditions: time 8 hour. Solvent: C1(=CC=CC=C1)C (toluene). Reactants: C(C1=CC=CC=C1)N1N=C(C=C1CC(C)C)C(=O)N (1-benzyl-5-(2-methylpropyl)-1H-pyrazole-3-carboxamide), P(=O)(Cl)(Cl)Cl (phosphorous oxychloride), [OH-].[NH4+] (ammonium hydroxide). Run in ice water. Conditions: temperature 90 celsius. The product is C(C1=CC=CC=C1)N1N=C(C=C1CC(C)C)C#N (1-benzyl-5-(2-methylpropyl)-1H-pyrazole-3-carbonitrile). Yield: 99.8%. As a reaction SMILES: [CH2:1]([N:8]1[C:12]([CH2:13][CH:14]([CH3:16])[CH3:15])=[CH:11][C:10]([C:17]([NH2:19])=O)=[N:9]1)[C:2]1[CH:7]=[CH:6][CH:5]=[CH:4][CH:3]=1.P(Cl)(Cl)(Cl)=O.[OH-].[NH4+]>>[CH2:1]([N:8]1[C:12]([CH2:13][CH:14]([CH3:15])[CH3:16])=[CH:11][C:10]([C:17]#[N:19])=[N:9]1)[C:2]1[CH:3]=[CH:4][CH:5]=[CH:6][CH:7]=1 |f:2.3|. Procedure: A mixture of 1-benzyl-5-(2-methylpropyl)-1H-pyrazole-3-carboxamide (6.77 g, 26.3 mmol) and phosphorous oxychloride (19 mL) was heated at 90° C. under a nitrogen atmosphere for 90 minutes and then allowed to cool to ambient temperature. The reaction was poured into ice water (250 mL); concentrated ammonium hydroxide (64 mL) was added. The mixture was extracted with tert-butyl methyl ether (3×150 mL), and the combined extracts were dried over magnesium sulfate, filtered, and concentrated under red... Starting materials: C[Li] (methyl lithium), ClCCCC(C#N)(C)C (5-chloro-2,2-dimethyl pentane nitrile). Solvent: ether anhydride, CCOCC (ether). Conditions: time 30 minute. Product: CC1=NCCCC1(C)C (2,3,3-trimethyl-3,4,5,6-tetrahydropyridine). RXN SMILES: [CH3:1][Li].Cl[CH2:4][CH2:5][CH2:6][C:7]([CH3:11])([CH3:10])[C:8]#[N:9]>CCOCC>[CH3:1][C:8]1[C:7]([CH3:11])([CH3:10])[CH2:6][CH2:5][CH2:4][N:9]=1. Procedure details: 0.1 mol of methyl lithium dissolved in 200 ml of ether anhydride is added drop by drop in an inert atmosphere (argon or nitrogen) to 15 g of 5-chloro-2,2-dimethyl pentane nitrile diluted in 60 ml of anhydrous ether. The reaction mixture is maintained between 0° and 5° C. during the addition and then for a further 30 minutes and then kept at room temperature for 4 hours. After hydrolysis it is extracted with ether. The 2,3,3-trimethyl-3,4,5,6-tetrahydropyridine is then isolated by distillation. A... The reactants are BrCc1ccc(CN2CCC3(C=Cc4ccccc43)CC2)cc1, O=C([O-])[O-], CC#CC(CC(=O)OCC)c1ccc(O)cc1, CC#N, [K+], [K+]. Product: CC#CC(CC(=O)OCC)c1ccc(OCc2ccc(CN3CCC4(C=Cc5ccccc54)CC3)cc2)cc1. RXN SMILES: [Br:24][CH2:25][c:26]1[cH:27][cH:28][c:29]([CH2:30][N:31]2[CH2:32][CH2:33][C:34]3([CH:35]=[CH:36][c:37]4[cH:38][cH:39][cH:40][cH:41][c:42]43)[CH2:43][CH2:44]2)[cH:45][cH:46]1.[C:18](=[O:19])([O-:20])[O-:21].[CH2:1]([CH3:2])[O:3][C:4]([CH2:5][CH:6]([C:7]#[C:8][CH3:9])[c:10]1[cH:11][cH:12][c:13]([OH:16])[cH:14][cH:15]1)=[O:17].[CH3:47][C:48]#[N:49].[K+:22].[K+:23]>>[CH2:1]([CH3:2])[O:3][C:4]([CH2:5][CH:6]([C:7]#[C:8][CH3:9])[c:10]1[cH:11][cH:12][c:13]([O:16][CH2:25][c:26]2[cH:27][cH:28][c:29]([CH2:30][N:31]3[CH2:32][CH2:33][C:34]4([CH:35]=[CH:36][c:37]5[cH:38][cH:39][cH:40][cH:41][c:42]54)[CH2:43][CH2:44]3)[cH:45][cH:46]2)[cH:14][cH:15]1)=[O:17]. The reactants are CC=1N=CSC1C=O (4-methyl-5-thiazolecarbaldehyde), BrC=1C=C(N(C)C)C=CC1 (3-bromo-N,N-dimethylaniline). The product is CN(C=1C=C(C=CC1)C(O)C1=C(N=CS1)C)C (1-(3-Dimethylaminophenyl)-1-(4-methyl-5-thiazolyl)methanol). As a reaction SMILES: [CH3:1][C:2]1[N:3]=[CH:4][S:5][C:6]=1[CH:7]=[O:8].Br[C:10]1[CH:11]=[C:12]([CH:16]=[CH:17][CH:18]=1)[N:13]([CH3:15])[CH3:14]>>[CH3:14][N:13]([CH3:15])[C:12]1[CH:11]=[C:10]([CH:7]([C:6]2[S:5][CH:4]=[N:3][C:2]=2[CH3:1])[OH:8])[CH:18]=[CH:17][CH:16]=1. Procedure details: The title compound was prepared from 4-methyl-5-thiazolecarbaldehyde and 3-bromo-N,N-dimethylaniline using the method of Example 32. M.p. 135°-138° C. Starting materials: C(C1=CC=CC=C1)=O (benzaldehyde), C(C=C)(=O)OC (methyl acrylate), N12CCN(CC1)CC2 (1,4-diazabicyclo [2.2.2] octane), Cl (hydrochloric acid). Run in C(C)(=O)OCC (ethyl acetate), O (water). Conditions: time 119 hour. Product: crude product, COC(C(C(C1=CC=CC=C1)O)=C)=O (3-hydroxy-2-methylene-3-phenylpropionate methyl ester). As a reaction SMILES: [CH:1](=[O:8])[C:2]1[CH:7]=[CH:6][CH:5]=[CH:4][CH:3]=1.[C:9]([O:13][CH3:14])(=[O:12])[CH:10]=[CH2:11].N12CCN(CC1)CC2.Cl>C(OCC)(=O)C.O>[CH3:14][O:13][C:9](=[O:12])[C:10](=[CH2:11])[CH:1]([OH:8])[C:2]1[CH:7]=[CH:6][CH:5]=[CH:4][CH:3]=1. Reported procedure: A mixture of benzaldehyde (63.67 g; 600 mmol), methyl acrylate (60 ml; 667 mmol) and 1,4-diazabicyclo [2.2.2] octane (13.46 g; 120 mmol) is stirred at ambient temperature for 119 hours. To the reaction solution is added water (60 ml), 37% hydrochloric acid (60 ml) and ethyl acetate (120 ml), and then, the organic phase is extracted. The resulting organic phase is washed twice with saturated saline (60 ml), dried over anhydrous sodium sulfate and filtered, then concentrated under reduced pressure... Starting materials: O=C([O-])[O-], COCCBr, CC(C)=O, [K+], [K+], CCOC(=O)c1ccc(O)c(OC)c1. Yields the product CCOC(=O)c1ccc(OCCOC)c(OC)c1. RXN SMILES: [C:20](=[O:21])([O-:22])[O-:23].[CH3:15][O:16][CH2:17][CH2:18][Br:19].[CH3:26][C:27](=[O:28])[CH3:29].[K+:24].[K+:25].[OH:1][c:2]1[c:3]([O:13][CH3:14])[cH:4][c:5]([C:6](=[O:7])[O:8][CH2:9][CH3:10])[cH:11][cH:12]1>>[O:1]([c:2]1[c:3]([O:13][CH3:14])[cH:4][c:5]([C:6](=[O:7])[O:8][CH2:9][CH3:10])[cH:11][cH:12]1)[CH2:18][CH2:17][O:16][CH3:15]. Starting materials: O=C(OCc1ccccc1)C1CCCN(Cc2ccccc2)C1, CO, [Na+], [OH-]. Yields the product O=C(O)C1CCCN(Cc2ccccc2)C1. Reaction SMILES: [CH2:1]([c:2]1[cH:3][cH:4][cH:5][cH:6][cH:7]1)[O:8][C:9](=[O:10])[CH:11]1[CH2:12][N:13]([CH2:17][c:18]2[cH:19][cH:20][cH:21][cH:22][cH:23]2)[CH2:14][CH2:15][CH2:16]1.[CH3:26][OH:27].[Na+:25].[OH-:24]>>[O:8]=[C:9]([OH:10])[CH:11]1[CH2:12][N:13]([CH2:17][c:18]2[cH:19][cH:20][cH:21][cH:22][cH:23]2)[CH2:14][CH2:15][CH2:16]1. Reactants: ClC1=CC2=C(C(=N1)O[C@H](C)[C@@H]1CC(NC1)=O)N(C=N2)C ((R)-4-((R)-1-((6-chloro-3-methyl-3H-imidazo[4,5-c]pyridin-4-yl)oxy)ethyl)pyrrolidin-2-one), CN1C(OC(C2=C1C=C(C=C2)B2OC(C(O2)(C)C)(C)C)(C)C)=O (1,4,4-trimethyl-7-(4,4,5,5-tetramethyl-1,3,2-dioxaborolan-2-yl)-1H-benzo[d][1,3]oxazin-2(4H)-one). Yields the product N1C(OCC2=C1C=CC=C2)=O (1H-benzo[d][1,3]oxazin-2(4H)-one). Reaction SMILES: ClC1N=C(O[C@@H]([C@H]2CNC(=O)C2)C)C2N(C)C=NC=2C=1.C[N:22]1[C:27]2[CH:28]=[C:29](B3OC(C)(C)C(C)(C)O3)[CH:30]=[CH:31][C:26]=2[C:25](C)(C)[O:24][C:23]1=[O:43]>>[NH:22]1[C:27]2[CH:28]=[CH:29][CH:30]=[CH:31][C:26]=2[CH2:25][O:24][C:23]1=[O:43]. Procedure: Following general procedure A, starting from (R)-4-((R)-1-((6-chloro-3-methyl-3H-imidazo[4,5-c]pyridin-4-yl)oxy)ethyl)pyrrolidin-2-one: (63 mg), and 1,4,4-trimethyl-7-(4,4,5,5-tetramethyl-1,3,2-dioxaborolan-2-yl)-1H-benzo[d][1,3]oxazin-2(4H)-one (67 mg), 55 mg of 1,4,4-trimethyl-7-(3-methyl-4-4R)-1-((R)-5-oxopyrrolidin-3-yl)ethoxy)-3H-imidazo[4,5-c]pyridin-6-yl)-1H-benzo[d][1,3]oxazin-2(4H)-one was synthesized. Reactants: [OH-].[Na+] (sodium hydroxide), C1(CCCC1)C(C(=O)NCC1CCC(CC1)C(=O)OCC)C1=CC=C(C=C1)CN1N=C(OCC1=O)C1=CC=CC=C1 (ethyl 4-{[(cyclopentyl{4-[(5-oxo-2-phenyl-5,6-dihydro-4H-1,3,4-oxadiazin-4-yl)methyl]phenyl}acetyl)amino]methyl}cyclohexanecarboxylate). Solvent: O1CCOCC1 (dioxane). Reaction conditions: time 8 hour. Yields the product C1(CCCC1)C(C(=O)NCC1CCC(CC1)C(=O)O)C1=CC=C(C=C1)CN1N=C(OCC1=O)C1=CC=CC=C1 (4-{[(Cyclopentyl{4-[(5-oxo-2-phenyl-5,6-dihydro-4H-1,3,4-oxadiazin-4-yl)methyl]phenyl}-acetyl)amino]methyl}cyclohexanecarboxylic acid). RXN SMILES: [OH-].[Na+].[CH:3]1([CH:8]([C:24]2[CH:29]=[CH:28][C:27]([CH2:30][N:31]3[C:36](=[O:37])[CH2:35][O:34][C:33]([C:38]4[CH:43]=[CH:42][CH:41]=[CH:40][CH:39]=4)=[N:32]3)=[CH:26][CH:25]=2)[C:9]([NH:11][CH2:12][CH:13]2[CH2:18][CH2:17][CH:16]([C:19]([O:21]CC)=[O:20])[CH2:15][CH2:14]2)=[O:10])[CH2:7][CH2:6][CH2:5][CH2:4]1>O1CCOCC1>[CH:3]1([CH:8]([C:24]2[CH:25]=[CH:26][C:27]([CH2:30][N:31]3[C:36](=[O:37])[CH2:35][O:34][C:33]([C:38]4[CH:43]=[CH:42][CH:41]=[CH:40][CH:39]=4)=[N:32]3)=[CH:28][CH:29]=2)[C:9]([NH:11][CH2:12][CH:13]2[CH2:14][CH2:15][CH:16]([C:19]([OH:21])=[O:20])[CH2:17][CH2:18]2)=[O:10])[CH2:7][CH2:6][CH2:5][CH2:4]1 |f:0.1|. Reported procedure: 0.55 ml (1.11 mmol) of 2 M aqueous sodium hydroxide solution was added to a solution of 31 mg (55 μmol) of ethyl 4-{[(cyclopentyl{4-[(5-oxo-2-phenyl-5,6-dihydro-4H-1,3,4-oxadiazin-4-yl)methyl]phenyl}acetyl)amino]methyl}cyclohexanecarboxylate (Example 127A) in 3 ml of dioxane, and the mixture was stirred at room temperature overnight. The reaction mixture was then extracted once with tert-butyl methyl ether. The aqueous phase was then adjusted to pH 2 with 1 M hydrochloric acid and extracted twic...